This data is from the Open Reaction Database (ORD), a public repository of structured organic reaction records. The task is: describe an organic reaction: reactants, conditions, products, and yield RXN SMILES: [BH4-:19].[Na+:20].[O:1]=[C:2]1[CH:3]([CH2:7][c:8]2[cH:9][cH:10][c:11]([CH:14]([C:15](=[S:16])[OH:17])[CH3:18])[cH:12][cH:13]2)[CH2:4][S:5][CH2:6]1.[O:26]1[CH2:27][CH2:28][CH2:29][CH2:30]1.[S:21](=[O:22])(=[O:23])([OH:24])[OH:25]>>[OH:1][CH:2]1[CH:3]([CH2:7][c:8]2[cH:9][cH:10][c:11]([CH:14]([C:15](=[S:16])[OH:17])[CH3:18])[cH:12][cH:13]2)[CH2:4][S:5][CH2:6]1. The reactants are [BH4-], [Na+], CC(C(O)=S)c1ccc(CC2CSCC2=O)cc1, C1CCOC1, O=S(=O)(O)O. The product is CC(C(O)=S)c1ccc(CC2CSCC2O)cc1. Reactants: [Br-].[Br-].[Br-].C1(=CC=CC=C1)[N+](C)(C)C.C1(=CC=CC=C1)[N+](C)(C)C.C1(=CC=CC=C1)[N+](C)(C)C (Phenyltrimethylammonium tribromide), S1C2=C(C=C1C1(CCC1)C(C)=O)C=CC=C2 (1-[1-(benzo[b]thiophen-2-yl)cyclobutyl]ethanone). Run in O1CCCC1 (tetrahydrofuran). Reaction conditions: time 3 hour. Product: S1C2=C(C=C1C1(CCC1)C(CBr)=O)C=CC=C2 (1-[1-(benzo[b]thiophen-2-yl)cyclobutyl]-2-bromoethanone). Isolated yield 56.1%. Reaction SMILES: [Br-:1].[Br-].[Br-].C1([N+](C)(C)C)C=CC=CC=1.C1([N+](C)(C)C)C=CC=CC=1.C1([N+](C)(C)C)C=CC=CC=1.[S:34]1[C:38]([C:39]2([C:43](=[O:45])[CH3:44])[CH2:42][CH2:41][CH2:40]2)=[CH:37][C:36]2[CH:46]=[CH:47][CH:48]=[CH:49][C:35]1=2>O1CCCC1>[S:34]1[C:38]([C:39]2([C:43](=[O:45])[CH2:44][Br:1])[CH2:40][CH2:41][CH2:42]2)=[CH:37][C:36]2[CH:46]=[CH:47][CH:48]=[CH:49][C:35]1=2 |f:0.1.2.3.4.5|. Procedure details: Phenyltrimethylammonium tribromide (1.72 g) was added in portions at −20° C. to a stirred solution of 1-[1-(benzo[b]thiophen-2-yl)cyclobutyl]ethanone (1.05 g) in tetrahydrofuran (50 ml). The mixture was stirred at ambient temperature for 3 hours, then it was filtered, and allowed to stand at ambient temperature for a further 18 hours. The mixture was filtered once more, and the solvent was removed in vacuo. The residue was purified via flash chromatography over silica using a 1:49 mixture of eth...